From a dataset of the Open Reaction Database (ORD), a public repository of structured organic reaction records. describe an organic reaction: reactants, conditions, products, and yield Yields the product O=Cc1ccc(C2Nc3cccc4c(=O)[nH]nc(c34)C2c2ccccc2)cc1. The reactants are COC(OC)c1ccc(C2Nc3cccc4c(=O)[nH]nc(c34)C2c2ccccc2)cc1, Cl. RXN SMILES: [CH3:1][O:2][CH:3]([c:4]1[cH:5][cH:6][c:7]([CH:10]2[CH:11]([c:24]3[cH:25][cH:26][cH:27][cH:28][cH:29]3)[c:12]3[n:13][nH:14][c:15](=[O:23])[c:16]4[cH:17][cH:18][cH:19][c:20]([c:21]34)[NH:22]2)[cH:8][cH:9]1)[O:30][CH3:31].[ClH:32]>>[O:2]=[CH:3][c:4]1[cH:5][cH:6][c:7]([CH:10]2[CH:11]([c:24]3[cH:25][cH:26][cH:27][cH:28][cH:29]3)[c:12]3[n:13][nH:14][c:15](=[O:23])[c:16]4[cH:17][cH:18][cH:19][c:20]([c:21]34)[NH:22]2)[cH:8][cH:9]1. The reactants are CC1COCCN1c1cc(C(C)(C)S(=O)(=O)C(C)C)nc(-c2ccc(N)cc2)n1, CCOCC, O=C(Cl)Oc1ccccc1, [Na+], [Na+], O=C([O-])[O-], C1COCCO1. Yields the product CC1COCCN1c1cc(C(C)(C)S(=O)(=O)C(C)C)nc(-c2ccc(NC(=O)Oc3ccccc3)cc2)n1. RXN SMILES: [CH3:11][CH:12]1[CH2:13][O:14][CH2:15][CH2:16][N:17]1[c:18]1[n:19][c:20](-[c:33]2[cH:34][cH:35][c:36]([NH2:37])[cH:38][cH:39]2)[n:21][c:22]([C:24]([CH3:25])([CH3:26])[S:27](=[O:28])(=[O:29])[CH:30]([CH3:31])[CH3:32])[cH:23]1.[CH3:46][CH2:47][O:48][CH2:49][CH3:50].[Cl:1][C:2](=[O:3])[O:4][c:5]1[cH:6][cH:7][cH:8][cH:9][cH:10]1.[Na+:40].[Na+:41].[O-:42][C:43](=[O:44])[O-:45].[O:51]1[CH2:52][CH2:53][O:54][CH2:55][CH2:56]1>>[C:2](=[O:3])([O:4][c:5]1[cH:6][cH:7][cH:8][cH:9][cH:10]1)[NH:37][c:36]1[cH:35][cH:34][c:33](-[c:20]2[n:19][c:18]([N:17]3[CH:12]([CH3:11])[CH2:13][O:14][CH2:15][CH2:16]3)[cH:23][c:22]([C:24]([CH3:25])([CH3:26])[S:27](=[O:28])(=[O:29])[CH:30]([CH3:31])[CH3:32])[n:21]2)[cH:39][cH:38]1. Reactants: C12(CC3CC(CC(C1)C3)C2)C2=CC=C3C=CC(=C(C3=C2)OCCCCCCO)C2=CC=C(C(=O)OC)C=C2 (methyl 4-[7-(1-adamantyl)-6-hydroxyhexyloxy-2-naphthyl]benzoate), S(=O)(=O)(OC)OC (dimethyl sulphate). The product is C12(CC3CC(CC(C1)C3)C2)C2=CC=C3C=CC(=C(C3=C2)OCCCCCCOC)C2=CC=C(C(=O)OC)C=C2 (methyl 4-[7-(1-adamantyl)-6-methoxyhexyloxy-2-naphthyl]benzoate). Isolated yield 11.2%. As a reaction SMILES: [C:1]12([C:11]3[CH:20]=[C:19]4[C:14]([CH:15]=[CH:16][C:17]([C:29]5[CH:38]=[CH:37][C:32]([C:33]([O:35][CH3:36])=[O:34])=[CH:31][CH:30]=5)=[C:18]4[O:21][CH2:22][CH2:23][CH2:24][CH2:25][CH2:26][CH2:27][OH:28])=[CH:13][CH:12]=3)[CH2:10][CH:5]3[CH2:6][CH:7]([CH2:9][CH:3]([CH2:4]3)[CH2:2]1)[CH2:8]2.S(OC)(O[CH3:43])(=O)=O>>[C:1]12([C:11]3[CH:20]=[C:19]4[C:14]([CH:15]=[CH:16][C:17]([C:29]5[CH:38]=[CH:37][C:32]([C:33]([O:35][CH3:36])=[O:34])=[CH:31][CH:30]=5)=[C:18]4[O:21][CH2:22][CH2:23][CH2:24][CH2:25][CH2:26][CH2:27][O:28][CH3:43])=[CH:13][CH:12]=3)[CH2:10][CH:5]3[CH2:4][CH:3]([CH2:9][CH:7]([CH2:6]3)[CH2:8]1)[CH2:2]2. Reported procedure: Following the procedure of Example 12(a), but reacting 870 mg (1.7 mmol) of methyl 4-[7-(1-adamantyl)-6-hydroxyhexyloxy-2-naphthyl]benzoate with 160 μl (1.7 mmol) of dimethyl sulphate, 100 mg (14%) of the expected compound were obtained, which compound had a melting point of 141°-3° C. Starting materials: OC1=C(C2=C(C=CO2)C=C1C=O)OC (6-Hydroxy-7-methoxy-5-benzofurancarboxaldehyde), Cl (HCl), [OH-].[Na+] (sodium hydroxide), C(#N)CC(=O)OCC (ethyl cyanoacetate). Solvent: O (water), O (water). Reaction conditions: time 20 hour. Yields the product O=C1OC2=C(C=C1C(=O)O)C=C1C(=C2OC)OC=C1 (7-Oxo-9-methoxy-7H-furo[3,2-g][1]benzopyran-6-carboxylic acid). RXN SMILES: [OH:1][C:2]1[C:10]([CH:11]=O)=[CH:9][C:5]2[CH:6]=[CH:7][O:8][C:4]=2[C:3]=1[O:13][CH3:14].[C:15]([CH2:17][C:18]([O:20]CC)=[O:19])#N.[OH-:23].[Na+].Cl>O>[O:23]=[C:15]1[C:17]([C:18]([OH:20])=[O:19])=[CH:11][C:10]2[CH:9]=[C:5]3[CH:6]=[CH:7][O:8][C:4]3=[C:3]([O:13][CH3:14])[C:2]=2[O:1]1 |f:2.3|. Procedure details: The aldehyde of Example 5 (192 mg., 1 mmole) in 1 ml. of water was added to a solution of ethyl cyanoacetate (125 mg., 1.1 mmole) in 1 ml. of water containing 200 mg. of sodium hydroxide. The mixture was stirred at room temperature for 20 hours then treated with 8 ml. of 2N HCl under reflux for 30 minutes. After cooling, the product was isolated by centrifugation followed by crystallization from ethanol to yield a yellow solid, m.p. 227°-228°. Starting materials: Terathane, CCCCO[C@@H](CC)CO (polytetramethylene glycol), C(CCCO)O (1,4-butanediol), PF-6320, C(O)C(CC)(CO)CO (trimethylolpropane), C(CCCCCCCCCCC)(=O)[O-].C(CCCCCCCCCCC)(=O)[O-].C(CCC)[Sn+2]CCCC (Dibutyltin dilaurate), N(=C=O)CCC[Si](OCC)(OCC)OCC (3-isocyanatopropyltriethoxysilane), O=C=NC1CC(CN=C=O)(CC(C1)(C)C)C (isophorone diisocyanate). The solvent is O1CCCC1 (tetrahydrofuran), O1CCCC1 (THF). Run at temperature 60 celsius. Yields the product CCO[Si](OCC)(OCC)OCC (TEOS). Reaction SMILES: CCCCO[C@H:6]([CH2:9][OH:10])CC.C(O)CCCO.C(C(CO)(CO)CC)O.O=C=NC1CC(C)(C)CC(C)(CN=C=O)C1.C([O-])(=O)CCCCCCCCCCC.C([O-])(=O)CCCCCCCCCCC.C([Sn+2]CCCC)CCC.N(CCC[Si:85]([O:92][CH2:93][CH3:94])([O:89][CH2:90][CH3:91])[O:86][CH2:87][CH3:88])=C=O>O1CCCC1>[CH3:88][CH2:87][O:86][Si:85]([O:10][CH2:9][CH3:6])([O:92][CH2:93][CH3:94])[O:89][CH2:90][CH3:91] |f:4.5.6|. Procedure details: 5 wt % Fluorinated Masterbatch. To a 500 mL, three-neck round bottom flask containing dry tetrahydrofuran (THF) (150 mL) under nitrogen was added Terathane™ 650 polytetramethylene glycol (20.62 g, 0.032 mol), 1,4-butanediol (4.50 g, 0.050 mol), Polyfox™ PF-6320 (2.84 g, 0.0008 mol) and trimethylolpropane (1.38 g, 0.010 mol). The mixture was stirred under nitrogen until a solution was obtained; then isophorone diisocyanate (20.66 g, 0.093 mol) was added, and then the mixture was degassed under re...